Dataset: the Open Reaction Database (ORD), a public repository of structured organic reaction records. Task: describe an organic reaction: reactants, conditions, products, and yield The reactants are O=c1cc(CO)occ1O, O=c1cc(CO)oc(C(O)c2ccccc2)c1O. The product is O=Cc1ccccc1. Reaction SMILES: [OH:19][CH2:20][c:21]1[o:22][cH:23][c:24]([OH:25])[c:26](=[O:27])[cH:28]1.[OH:1][c:2]1[c:3](=[O:4])[cH:5][c:6]([CH2:7][OH:8])[o:9][c:10]1[CH:11]([c:12]1[cH:13][cH:14][cH:15][cH:16][cH:17]1)[OH:18]>>[CH:11]([c:12]1[cH:13][cH:14][cH:15][cH:16][cH:17]1)=[O:18]. Reactants: IC1=NN(C2=CN=CC=C21)CC(=O)OC(C)(C)C (tert-butyl 2-(3-iodo-1H-pyrazolo[3,4-c]pyridin-1-yl)acetate), Pd(dppf)C2, O (water), CN(C)C=O (DMF). The reagents and catalysts are [C-]#N.[C-]#N.[Zn+2] (Zn(CN)2), C=1C=CC(=CC1)/C=C/C(=O)/C=C/C2=CC=CC=C2.C=1C=CC(=CC1)/C=C/C(=O)/C=C/C2=CC=CC=C2.C=1C=CC(=CC1)/C=C/C(=O)/C=C/C2=CC=CC=C2.[Pd].[Pd] (Pd2(dba)3). Solvent: CCOC(=O)C (EtOAc). Reaction conditions: temperature 100 celsius, time 16 hour. Product: C(N)(=O)C1=NN(C2=CN=CC=C21)CC(=O)OC(C)(C)C (tert-butyl 2-(3-carbamoyl-1H-pyrazolo[3,4-c]pyridin-1-yl)acetate). Reaction SMILES: I[C:2]1[C:10]2[C:5](=[CH:6][N:7]=[CH:8][CH:9]=2)[N:4]([CH2:11][C:12]([O:14][C:15]([CH3:18])([CH3:17])[CH3:16])=[O:13])[N:3]=1.O.C[N:21]([CH:23]=[O:24])C>CCOC(C)=O.[C-]#N.[C-]#N.[Zn+2].C1C=CC(/C=C/C(/C=C/C2C=CC=CC=2)=O)=CC=1.C1C=CC(/C=C/C(/C=C/C2C=CC=CC=2)=O)=CC=1.C1C=CC(/C=C/C(/C=C/C2C=CC=CC=2)=O)=CC=1.[Pd].[Pd]>[C:23]([C:2]1[C:10]2[C:5](=[CH:6][N:7]=[CH:8][CH:9]=2)[N:4]([CH2:11][C:12]([O:14][C:15]([CH3:18])([CH3:17])[CH3:16])=[O:13])[N:3]=1)(=[O:24])[NH2:21] |f:4.5.6,7.8.9.10.11|. Procedure: A mixture of tert-butyl 2-(3-iodo-1H-pyrazolo[3,4-c]pyridin-1-yl)acetate (3.76 g, 10.5 mmol), Zn(CN)2 (1.35 g, 11.5 mmol), Pd(dppf)C2 (855 mg, 1.05 mmol), Pd2(dba)3 (959 mg, 1.05 mmol), water (4 mL) and DMF (30 mL) was stirred at 100° C. for 16 h under argon. The reaction mixture was diluted with EtOAc and then was successively washed with water, sat. aq. NaHCO3 (2×) and brine, dried (Phase separator) and concentrated under vacuum. The residual oil was purified by flash column chromatography on ... The reactants are O, CC(S)C(=O)N1CSCC1C(=O)O. The product is CC1SC(=O)C2CSCN2C1=O. Reaction SMILES: [OH2:14].[SH:1][CH:2]([C:3](=[O:4])[N:5]1[CH2:6][S:7][CH2:8][CH:9]1[C:10](=[O:11])[OH:12])[CH3:13]>>[S:1]1[CH:2]([CH3:13])[C:3](=[O:4])[N:5]2[CH2:6][S:7][CH2:8][CH:9]2[C:10]1=[O:11]. Reactants: CC(C)CC(NC(=O)OCc1ccccc1)C(=O)O, NC1CCN(Cc2ccccc2)CC1, ClCCCl, ClCCl, ClC(Cl)Cl, On1nnc2ccccc21. The product is CC(C)CC(NC(=O)OCc1ccccc1)C(=O)NC1CCN(Cc2ccccc2)CC1. Reaction SMILES: [C:15](=[O:16])([O:17][CH2:18][c:19]1[cH:20][cH:21][cH:22][cH:23][cH:24]1)[NH:25][CH:26]([CH2:27][CH:28]([CH3:29])[CH3:30])[C:31](=[O:32])[OH:33].[CH2:1]([c:2]1[cH:3][cH:4][cH:5][cH:6][cH:7]1)[N:8]1[CH2:9][CH2:10][CH:11]([NH2:14])[CH2:12][CH2:13]1.[CH2:34]([Cl:35])[CH2:36][Cl:37].[Cl:48][CH2:49][Cl:50].[Cl:51][CH:52]([Cl:53])[Cl:54].[OH:38][n:39]1[c:40]2[c:41]([cH:42][cH:43][cH:44][cH:45]2)[n:46][n:47]1>>[CH2:1]([c:2]1[cH:3][cH:4][cH:5][cH:6][cH:7]1)[N:8]1[CH2:9][CH2:10][CH:11]([NH:14][C:31]([CH:26]([NH:25][C:15](=[O:16])[O:17][CH2:18][c:19]2[cH:20][cH:21][cH:22][cH:23][cH:24]2)[CH2:27][CH:28]([CH3:29])[CH3:30])=[O:32])[CH2:12][CH2:13]1. Starting materials: O=C([O-])[O-], C=CCc1cc2c(=O)c3ccccc3oc2c(Cl)c1O, ClC(Cl)Cl, O=C(OO)c1cccc(Cl)c1, [K+], [K+], O. Product: O=C(O)C1Cc2cc3c(=O)c4ccccc4oc3c(Cl)c2O1. Reaction SMILES: [C:36]([O-:37])([O-:38])=[O:39].[CH2:1]([CH:2]=[CH2:3])[c:4]1[cH:5][c:6]2[c:7](=[O:20])[c:8]3[cH:9][cH:10][cH:11][cH:12][c:13]3[o:14][c:15]2[c:16]([Cl:19])[c:17]1[OH:18].[CH:32]([Cl:33])([Cl:34])[Cl:35].[Cl:21][c:22]1[cH:23][cH:24][cH:25][c:26]([C:27]([O:28][OH:29])=[O:30])[cH:31]1.[K+:40].[K+:41].[OH2:42]>>[CH2:1]1[CH:2]([C:36]([OH:37])=[O:39])[O:18][c:17]2[c:4]1[cH:5][c:6]1[c:7](=[O:20])[c:8]3[cH:9][cH:10][cH:11][cH:12][c:13]3[o:14][c:15]1[c:16]2[Cl:19]. The reactants are C1CCOC1, Cc1cccc(C)c1CO, CC(C)OC(=O)N=NC(=O)OC(C)C, N#CCCc1cccc(O)c1, c1ccc(P(c2ccccc2)c2ccccc2)cc1. Yields the product Cc1cccc(C)c1COc1cccc(CCC#N)c1. RXN SMILES: [CH2:55]1[O:56][CH2:57][CH2:58][CH2:59]1.[CH3:26][c:27]1[c:28]([CH2:29][OH:30])[c:31]([CH3:35])[cH:32][cH:33][cH:34]1.[O:12]=[C:13]([O:14][CH:15]([CH3:16])[CH3:17])[N:18]=[N:19][C:20]([O:21][CH:22]([CH3:23])[CH3:24])=[O:25].[OH:1][c:2]1[cH:3][c:4]([CH2:8][CH2:9][C:10]#[N:11])[cH:5][cH:6][cH:7]1.[c:36]1([P:37]([c:38]2[cH:39][cH:40][cH:41][cH:42][cH:43]2)[c:44]2[cH:45][cH:46][cH:47][cH:48][cH:49]2)[cH:50][cH:51][cH:52][cH:53][cH:54]1>>[O:1]([c:2]1[cH:3][c:4]([CH2:8][CH2:9][C:10]#[N:11])[cH:5][cH:6][cH:7]1)[CH2:29][c:28]1[c:27]([CH3:26])[cH:34][cH:33][cH:32][c:31]1[CH3:35]. Starting materials: [I-].C[N+]1=CC(=CC=C1)C(=O)OCC([C@]1([C@@H](C[C@H]2[C@@H]3CCC4=CC(C=C[C@]4(C)[C@]3([C@H](C[C@]12C)O)F)=O)C)O)=O (1-Methyl-3-{[(9-fluoro-11β,17-dihydroxy-16α-methylpregna-1,4-diene-3,20-dion-21-yl)oxy]carbonyl}pyridinium iodide), C(=O)(O)[O-].[Na+] (NaHCO3), [O-]S(=O)S(=O)[O-].[Na+].[Na+] (Na2S2O4). Run in CO (methanol). Yields the product F[C@@]12[C@]3(C=CC(C=C3CC[C@H]1[C@@H]1C[C@H]([C@](C(COC(=O)C3=CN(C=CC3)C)=O)([C@]1(C[C@@H]2O)C)O)C)=O)C (9-Fluoro-11β,17-dihydroxy-16α-methyl-21-{[(1-methyl-1,4-dihydropyridin-3-yl)carbonyl]oxy]pregna-1,4-diene-3,20-dione). As a reaction SMILES: [I-].[CH3:2][N+:3]1[CH:8]=[CH:7][CH:6]=[C:5]([C:9]([O:11][CH2:12][C:13](=[O:38])[C@:14]2([OH:37])[C@:31]3([CH3:32])[C@H:17]([C@H:18]4[C@:28]([F:34])([C@@H:29]([OH:33])[CH2:30]3)[C@:26]3([CH3:27])[C:21](=[CH:22][C:23](=[O:35])[CH:24]=[CH:25]3)[CH2:20][CH2:19]4)[CH2:16][C@H:15]2[CH3:36])=[O:10])[CH:4]=1.C([O-])(O)=O.[Na+].[O-]S(S([O-])=O)=O.[Na+].[Na+]>CO>[F:34][C@:28]12[C@@H:29]([OH:33])[CH2:30][C@@:31]3([CH3:32])[C@@H:17]([CH2:16][C@@H:15]([CH3:36])[C@:14]3([OH:37])[C:13](=[O:38])[CH2:12][O:11][C:9]([C:5]3[CH2:6][CH:7]=[CH:8][N:3]([CH3:2])[CH:4]=3)=[O:10])[C@@H:18]1[CH2:19][CH2:20][C:21]1[C@:26]2([CH3:27])[CH:25]=[CH:24][C:23](=[O:35])[CH:22]=1 |f:0.1,2.3,4.5.6|. Procedure: The general reduction procedure of Example 11 of U.S. Pat. No. 4,617,298 was followed, using 0.78 mmol of the steroidal quaternary salt prepared in Example 117, 0.33 g of NaHCO3 and 0.41 g of Na2S2O4 in 50% aqueous methanol at 0° C., with a nitrogen purge. The product had the structural formula: ##STR146##